Dataset: the Open Reaction Database (ORD), a public repository of structured organic reaction records. Task: describe an organic reaction: reactants, conditions, products, and yield The reactants are [Cl-].[NH4+] (ammonium chloride), C1(=CC=CC2=CC=CC=C12)CP(OCC)(OCC)=O (diethyl 1-naphthylmethylphosphonate), C(=O)C=1N=C(SC1)C1CCN(CC1)C(=O)OC(C)(C)C (tert-butyl 4-(4-formyl-1,3-thiazol-2-yl)piperidine-1-carboxylate), CC(C)([O-])C.[K+] (potassium tert-butoxide). Solvent: O1CCCC1 (tetrahydrofuran). Conditions: temperature 0 celsius, time 10 minute. Product: C1(=CC=CC2=CC=CC=C12)/C=C/C=1N=C(SC1)C1CCN(CC1)C(=O)OC(C)(C)C (tert-Butyl 4-{4-[(E)-2-(naphthalen-1-yl)ethenyl]-1,3-thiazol-2-yl}piperidine-1-carboxylate). As a reaction SMILES: [C:1]1([CH2:11]P(=O)(OCC)OCC)[C:10]2[C:5](=[CH:6][CH:7]=[CH:8][CH:9]=2)[CH:4]=[CH:3][CH:2]=1.CC(C)([O-])C.[K+].[CH:26]([C:28]1[N:29]=[C:30]([CH:33]2[CH2:38][CH2:37][N:36]([C:39]([O:41][C:42]([CH3:45])([CH3:44])[CH3:43])=[O:40])[CH2:35][CH2:34]2)[S:31][CH:32]=1)=O.[Cl-].[NH4+]>O1CCCC1>[C:1]1(/[CH:11]=[CH:26]/[C:28]2[N:29]=[C:30]([CH:33]3[CH2:34][CH2:35][N:36]([C:39]([O:41][C:42]([CH3:45])([CH3:44])[CH3:43])=[O:40])[CH2:37][CH2:38]3)[S:31][CH:32]=2)[C:10]2[C:5](=[CH:6][CH:7]=[CH:8][CH:9]=2)[CH:4]=[CH:3][CH:2]=1 |f:1.2,4.5|. Procedure details: Under argon, diethyl 1-naphthylmethylphosphonate (1.88 g) is dissolved in tetrahydrofuran (20 ml) and cooled to 0° C. 757 mg of potassium tert-butoxide are added, whereupon the colour of the solution changes to dark-red. After a further 10 min of stirring, tert-butyl 4-(4-formyl-1,3-thiazol-2-yl)piperidine-1-carboxylate (1.00 g) is added. The mixture is stirred at 0° C. for 30 min and then warmed to room temperature. After a further 20 min, conc. ammonium chloride solution is added. The aqueous ... Starting materials: ClC1=CC=C(OC2=CC=C(C=C2)N2C(NC[C@@H]2C2=CC(=CC=C2)C(F)(F)F)=O)C=C1 ((S)-1-(4-(4-chlorophenoxy)phenyl)-5-(3-(trifluoromethyl)phenyl)imidazolidin-2-one), C(=O)([O-])[O-].[Cs+].[Cs+] (Cs2CO3), ClC1=NC=CN=C1 (chloropyrazine), C(=O)([O-])[O-].[Cs+].[Cs+] (Cs2CO3), ClC1=NC=CN=C1 (chloropyrazine). Solvent: CN(C)C=O (DMF). Conditions: temperature 100 celsius. Product: ClC1=CC=C(OC2=CC=C(C=C2)N2C(N(C[C@@H]2C2=CC(=CC=C2)C(F)(F)F)C2=NC=CN=C2)=O)C=C1 ((S)-3-(4-(4-chlorophenoxy)phenyl)-1-(pyrazin-2-yl)-4-(3-(trifluoromethyl)phenyl)-imidazolidin-2-one). Reaction SMILES: [Cl:1][C:2]1[CH:30]=[CH:29][C:5]([O:6][C:7]2[CH:12]=[CH:11][C:10]([N:13]3[C@@H:17]([C:18]4[CH:23]=[CH:22][CH:21]=[C:20]([C:24]([F:27])([F:26])[F:25])[CH:19]=4)[CH2:16][NH:15][C:14]3=[O:28])=[CH:9][CH:8]=2)=[CH:4][CH:3]=1.C([O-])([O-])=O.[Cs+].[Cs+].Cl[C:38]1[CH:43]=[N:42][CH:41]=[CH:40][N:39]=1>CN(C=O)C>[Cl:1][C:2]1[CH:3]=[CH:4][C:5]([O:6][C:7]2[CH:8]=[CH:9][C:10]([N:13]3[C@@H:17]([C:18]4[CH:23]=[CH:22][CH:21]=[C:20]([C:24]([F:26])([F:25])[F:27])[CH:19]=4)[CH2:16][N:15]([C:38]4[CH:43]=[N:42][CH:41]=[CH:40][N:39]=4)[C:14]3=[O:28])=[CH:11][CH:12]=2)=[CH:29][CH:30]=1 |f:1.2.3|. Procedure: To a solution of (S)-1-(4-(4-chlorophenoxy)phenyl)-5-(3-(trifluoromethyl)phenyl)imidazolidin-2-one (20.0 mg, 0.046 mmol) in DMF (0.5 mL) are added Cs2CO3 (30.1 mg, 0.092 mmol) and chloropyrazine (8.25 μL, 0.092 mmol). The reaction mixture is heated at 100° C. overnight, and additional Cs2CO3 (30.1 mg, 0.092 mmol) and chloropyrazine (8.25 μL, 0.092 mmol) are added. After heating at 100° C. for another 8 h, the reaction mixture is quenched with H2O (5 mL) and extracted with EtOAc (3×3 mL). The com...